Dataset: the Open Reaction Database (ORD), a public repository of structured organic reaction records. Task: describe an organic reaction: reactants, conditions, products, and yield Reactants: COC=1C=C(C=CC1OC)CCN1CCC(CC1)NC(C)=O (1-[2-(3,4-Dimethoxyphenyl)ethyl]-4-acetamidopiperidine). Run in Cl (hydrochloric acid), Cl (hydrogen chloride). Yields the product COC=1C=C(C=CC1OC)CCN1CCC(CC1)N (1-[2-(3,4-Dimethoxyphenyl)ethyl]-4-aminopiperidine). As a reaction SMILES: [CH3:1][O:2][C:3]1[CH:4]=[C:5]([CH2:11][CH2:12][N:13]2[CH2:18][CH2:17][CH:16]([NH:19]C(=O)C)[CH2:15][CH2:14]2)[CH:6]=[CH:7][C:8]=1[O:9][CH3:10]>Cl>[CH3:1][O:2][C:3]1[CH:4]=[C:5]([CH2:11][CH2:12][N:13]2[CH2:14][CH2:15][CH:16]([NH2:19])[CH2:17][CH2:18]2)[CH:6]=[CH:7][C:8]=1[O:9][CH3:10]. Reported procedure: The acetamido compound of Example 3 (2.5 g.) in 2 N hydrochloric acid (25 ml.) was heated under reflux for 3.5 hours. The cooled solution was basified and extracted with chloroform. Evaporation of the washed and dried extracts gave an oil which was treated with ethanolic hydrogen chloride to provide 1.67 g. of the title compound as its dihydrochloride, m.p. 260°-263° C. (Found: C, 53.4; H, 7.7; N, 8.3. C15H24N2O2.2HCl requires C, 53.3; H, 7.8; N, 8.3%). The reactants are ClC(C)C1=C(CCONC(=O)OCC)C=CC=C1 (O-[o-(1-chloroethyl)-phenethyl]-N-carbethoxyhydroxylamine), [OH-].[K+] (potassium hydroxide). Run in C(C)O (ethanol), C(C)O (ethanol). The product is C(=O)(OCC)N1C(C2=C(CCO1)C=CC=C2)C (2-Carbethoxy-1-methyl-1,2,4,5-tetrahydro-3,2-benzoxazepine). Reaction SMILES: Cl[CH:2]([C:4]1[CH:18]=[CH:17][CH:16]=[CH:15][C:5]=1[CH2:6][CH2:7][O:8][NH:9][C:10]([O:12][CH2:13][CH3:14])=[O:11])[CH3:3].[OH-].[K+]>C(O)C>[C:10]([N:9]1[O:8][CH2:7][CH2:6][C:5]2[CH:15]=[CH:16][CH:17]=[CH:18][C:4]=2[CH:2]1[CH3:3])([O:12][CH2:13][CH3:14])=[O:11] |f:1.2|. Procedure: A solution of 18.5 g. of O-[o-(1-chloroethyl)-phenethyl]-N-carbethoxyhydroxylamine in 130 ml. of ethanol was treated with 3.85 g. of potassium hydroxide in 55 ml. of ethanol according to the procedure described in Example 1. The end product was recovered by distillation collecting the fraction boiling at 115° C./0.1 mm Hg. The fraction boiling at 100° C./0.2 mm Hg which contained the by-product O-(o-vinylphenethyl)-N-carbethoxyhydroxylamine was discarded. There was thus obtained 7.8 g. of 2-carb... The reactants are COc1c(C(C)C)cc(Oc2c(Cl)cc(C(=O)N(C)CC(=O)O)cc2Cl)cc1[N+](=O)[O-], CCOC(C)=O. Yields the product COc1c(N)cc(Oc2c(Cl)cc(C(=O)N(C)CC(=O)O)cc2Cl)cc1C(C)C. RXN SMILES: [CH3:1][N:2]([CH2:3][C:4](=[O:5])[OH:6])[C:7]([c:8]1[cH:9][c:10]([Cl:30])[c:11]([O:15][c:16]2[cH:17][c:18]([N+:27]([O-:28])=[O:29])[c:19]([O:25][CH3:26])[c:20]([CH:22]([CH3:23])[CH3:24])[cH:21]2)[c:12]([Cl:14])[cH:13]1)=[O:31].[CH3:32][CH2:33][O:34][C:35](=[O:36])[CH3:37]>>[CH3:1][N:2]([CH2:3][C:4](=[O:5])[OH:6])[C:7]([c:8]1[cH:9][c:10]([Cl:30])[c:11]([O:15][c:16]2[cH:17][c:18]([NH2:27])[c:19]([O:25][CH3:26])[c:20]([CH:22]([CH3:23])[CH3:24])[cH:21]2)[c:12]([Cl:14])[cH:13]1)=[O:31].